This data is from the Open Reaction Database (ORD), a public repository of structured organic reaction records. The task is: describe an organic reaction: reactants, conditions, products, and yield The reactants are CC1=CC=C(C=C1)SCCCO (3-[(4-Methylphenyl)thio]-1-propanol), BrCCCCCCBr (1,6-dibromohexane), [OH-].[Na+] (sodium hydroxide). The solvent is O (water). Product: BrCCCCCCOCCCSC1=CC=C(C=C1)C (1-[[[3-[(6-Bromohexyl)oxy]]propyl]thio]-4-methylbenzene). Isolated yield 66.0%. As a reaction SMILES: [CH3:1][C:2]1[CH:7]=[CH:6][C:5]([S:8][CH2:9][CH2:10][CH2:11][OH:12])=[CH:4][CH:3]=1.[Br:13][CH2:14][CH2:15][CH2:16][CH2:17][CH2:18][CH2:19]Br.[OH-].[Na+]>O>[Br:13][CH2:14][CH2:15][CH2:16][CH2:17][CH2:18][CH2:19][O:12][CH2:11][CH2:10][CH2:9][S:8][C:5]1[CH:4]=[CH:3][C:2]([CH3:1])=[CH:7][CH:6]=1 |f:2.3|. Procedure: 3-[(4-Methylphenyl)thio]-1-propanol (4.0 g), 1,6-dibromohexane (16.06 g), 40% sodium hydroxide solution (40 ml) and TAB (1 g) were stirred together at room temperature for 18 h. The mixture was diluted with water (150 ml), extracted with ethyl acetate (2×150 ml), which was dried and evaporated in vacuo to give a colourless oil. Purification by FCC eluting with System A (0:20→1:19) gave the title compound (5.0 g) as a colourless oil. T.l.c. (System A 1:9) Rf 0.53. The reactants are C(C)(=O)N[C@H]1[C@@H](CCCC1)[Hg]Cl (trans-1-acetamido-2-chloromercuriocyclohexane), ClC(C#N)=C (2-chloroacrylonitrile), [BH4-].[Na+] (sodium borohydride). Solvent: C(C)O (ethanol), C(C)O (ethanol). Product: C(C)(=O)N[C@H]1[C@@H](CCCC1)CC(C#N)Cl (trans-1-Acetamido-2-(2-chloro-2-cyanoethyl)cyclohexane). Reaction SMILES: [C:1]([NH:4][C@@H:5]1[CH2:10][CH2:9][CH2:8][CH2:7][C@H:6]1[Hg]Cl)(=[O:3])[CH3:2].[Cl:13][C:14](=[CH2:17])[C:15]#[N:16].[BH4-].[Na+]>C(O)C>[C:1]([NH:4][C@@H:5]1[CH2:10][CH2:9][CH2:8][CH2:7][C@H:6]1[CH2:17][CH:14]([Cl:13])[C:15]#[N:16])(=[O:3])[CH3:2] |f:2.3|. Reported procedure: 31 g of trans-1-acetamido-2-chloromercuriocyclohexane are suspended in 250 ml of 95% strength ethanol: 187 ml (4 equivalents) of 2-chloroacrylonitrile are added. While cooling in ice, a solution of 3 g of sodium borohydride in 50 ml of ethanol is added as rapidly as possible. After warming up to room temperature, the precipitated elemental mercury is filtered off with suction over kieselguhr, thoroughly washed with ethanol and the filtrate is evaporated. The residue is taken up in methylene chlo... Reactants: BrC=1C=C(C(=CC1)N)N (4-bromobenzene-1,2-diamine), FC1=C(C(=O)O)C=CC(=C1)S(=O)(=O)C (2-fluoro-4-(methylsulfonyl)benzoic acid), [OH-].[Na+] (sodium hydroxide). The solvent is ice water, polyphosphoric acid, CCOC(=O)C.O (EtOAc H2O). Run at temperature 195 celsius. Product: BrC1=CC2=C(NC(=N2)C2=C(C=C(C=C2)S(=O)(=O)C)F)C=C1 (5-Bromo-2-[2-fluoro-4-(methylsulfonyl)phenyl]-1H-benzo[d]Imidazole). Yield: 43.3%. As a reaction SMILES: [Br:1][C:2]1[CH:3]=[C:4]([NH2:9])[C:5]([NH2:8])=[CH:6][CH:7]=1.[F:10][C:11]1[CH:19]=[C:18]([S:20]([CH3:23])(=[O:22])=[O:21])[CH:17]=[CH:16][C:12]=1[C:13](O)=O.[OH-].[Na+]>CCOC(C)=O.O>[Br:1][C:2]1[CH:7]=[CH:6][C:5]2[NH:8][C:13]([C:12]3[CH:16]=[CH:17][C:18]([S:20]([CH3:23])(=[O:21])=[O:22])=[CH:19][C:11]=3[F:10])=[N:9][C:4]=2[CH:3]=1 |f:2.3,4.5|. Procedure: 4-bromobenzene-1,2-diamine (1.75 g, 9.39 mmol) and 2-fluoro-4-(methylsulfonyl)benzoic acid (2 g, 9.39 mmol) were dissolved in polyphosphoric acid (70 g). This mixture was heated at 195° C. for three and half hours. Reaction mixture cooled to rt and diluted with ice water (100 ml). Aqueous layer basified with sodium hydroxide pellets to pH 9. Work up (EtOAc/H2O) followed by removal of EtOAc afforded the crude. Crude was purified on combiflash with a gradient mixture of EtOAc and Petether (33:67) ... The reactants are FC1=C(OC2=NC(=C3C(=N2)NN=C3I)NCC(C)O)C=CC(=C1)F (1-[6-(2,4-Difluoro-phenoxy)-3-iodo-1H-pyrazolo[3,4-d]pyrimidin-4-ylamino]-propan-2-ol), FC=1C=CC(=C(C1)B(O)O)OCC (5-fluoro-2-ethoxyphenyl boronic acid), [O-]P(=O)([O-])[O-].[K+].[K+].[K+] (K3PO4). Reagents/catalysts: C=1C=CC(=CC1)[P](C=2C=CC=CC2)(C=3C=CC=CC3)[Pd]([P](C=4C=CC=CC4)(C=5C=CC=CC5)C=6C=CC=CC6)([P](C=7C=CC=CC7)(C=8C=CC=CC8)C=9C=CC=CC9)[P](C=1C=CC=CC1)(C=1C=CC=CC1)C=1C=CC=CC1.C(Cl)Cl (Tetrakis(triphenylphosphine)palladium(0) CH2Cl2). Solvent: O1CCOCC1 (dioxane). Reaction conditions: temperature 180 celsius. Yields the product FC1=C(OC2=NC(=C3C(=N2)NN=C3C3=C(C=CC(=C3)F)OCC)NC[C@@H](C)O)C=CC(=C1)F ((R)-1-[6-(2,4-Difluoro-phenoxy)-3-(2-ethoxy-5-fluoro-phenyl)-1H-pyrazolo[3,4-d]pyrimidin-4-ylamino]-propan-2-ol). Yield: 30.6%. As a reaction SMILES: [F:1][C:2]1[CH:23]=[C:22]([F:24])[CH:21]=[CH:20][C:3]=1[O:4][C:5]1[N:10]=[C:9]2[NH:11][N:12]=[C:13](I)[C:8]2=[C:7]([NH:15][CH2:16][CH:17]([OH:19])[CH3:18])[N:6]=1.[F:25][C:26]1[CH:27]=[CH:28][C:29]([O:35][CH2:36][CH3:37])=[C:30](B(O)O)[CH:31]=1.[O-]P([O-])([O-])=O.[K+].[K+].[K+]>C1C=CC([P]([Pd]([P](C2C=CC=CC=2)(C2C=CC=CC=2)C2C=CC=CC=2)([P](C2C=CC=CC=2)(C2C=CC=CC=2)C2C=CC=CC=2)[P](C2C=CC=CC=2)(C2C=CC=CC=2)C2C=CC=CC=2)(C2C=CC=CC=2)C2C=CC=CC=2)=CC=1.C(Cl)Cl.O1CCOCC1>[F:1][C:2]1[CH:23]=[C:22]([F:24])[CH:21]=[CH:20][C:3]=1[O:4][C:5]1[N:10]=[C:9]2[NH:11][N:12]=[C:13]([C:28]3[CH:27]=[C:26]([F:25])[CH:31]=[CH:30][C:29]=3[O:35][CH2:36][CH3:37])[C:8]2=[C:7]([NH:15][CH2:16][C@H:17]([OH:19])[CH3:18])[N:6]=1 |f:2.3.4.5,6.7,^1:49,51,70,89|. Reported procedure: 1-[6-(2,4-Difluoro-phenoxy)-3-iodo-1H-pyrazolo[3,4-d]pyrimidin-4-ylamino]-propan-2-ol (200 mg, 0.447 mmol), 5-fluoro-2-ethoxyphenyl boronic acid (246 mg), K3PO4 (285 mg), and Tetrakis(triphenylphosphine)palladium(0) CH2Cl2 (73 mg) were added to 2 mL dioxane in a microwave vial. The vial was sealed and the reaction mixture was heated to 180° C. for 10 minutes. The reaction mixture was partitioned between water and ethyl acetate, and the organic layer was separated, dried over MgSO4, filtered, and... Starting materials: CC(C)(C)[O-], CN(C)CCN, Cc1c(I)cc(Cl)cc1N1CCN(C(=O)OC(C)(C)C)CC1, [Na+], C1COCCO1. The product is Cc1c(NCCN(C)C)cc(Cl)cc1N1CCN(C(=O)OC(C)(C)C)CC1. As a reaction SMILES: [CH3:23][C:24]([CH3:25])([O-:26])[CH3:27].[CH3:29][N:30]([CH2:31][CH2:32][NH2:33])[CH3:34].[Cl:1][c:2]1[cH:3][c:4]([I:22])[c:5]([CH3:21])[c:6]([N:8]2[CH2:9][CH2:10][N:11]([C:14](=[O:15])[O:16][C:17]([CH3:18])([CH3:19])[CH3:20])[CH2:12][CH2:13]2)[cH:7]1.[Na+:28].[O:35]1[CH2:36][CH2:37][O:38][CH2:39][CH2:40]1>>[Cl:1][c:2]1[cH:3][c:4]([NH:33][CH2:32][CH2:31][N:30]([CH3:29])[CH3:34])[c:5]([CH3:21])[c:6]([N:8]2[CH2:9][CH2:10][N:11]([C:14](=[O:15])[O:16][C:17]([CH3:18])([CH3:19])[CH3:20])[CH2:12][CH2:13]2)[cH:7]1. Starting materials: CC(C)(C)N, CCO, O=C(O)c1ccc(Cl)c(S(=O)(=O)Cl)c1. Yields the product CC(C)(C)NS(=O)(=O)c1cc(C(=O)O)ccc1Cl. Reaction SMILES: [C:1]([CH3:2])([CH3:3])([CH3:4])[NH2:5].[CH3:20][CH2:21][OH:22].[Cl:6][c:7]1[c:8]([S:16](=[O:17])(=[O:18])[Cl:19])[cH:9][c:10]([C:11](=[O:12])[OH:13])[cH:14][cH:15]1>>[C:1]([CH3:2])([CH3:3])([CH3:4])[NH:5][S:16]([c:8]1[c:7]([Cl:6])[cH:15][cH:14][c:10]([C:11](=[O:12])[OH:13])[cH:9]1)(=[O:17])=[O:18]. Reactants: C(C)C1=CC=C(C=C1)C1CC(CN(C1)C(=O)N1CCOCC1)C(=O)O (5-(4-Ethylphenyl)-1-(morpholin-4-ylcarbonyl)piperidine-3-carboxylic acid), FC1=CC=C(C=C1)CC(N)=NO (2-(4-fluorophenyl)-N′-hydroxyethanimidamide). The product is C(C)C1=CC=C(C=C1)C1CN(CC(C1)C1=NC(=NO1)CC1=CC=C(C=C1)F)C(=O)N1CCOCC1 (4-({3-(4-Ethylphenyl)-5-[3-(4-fluorobenzyl)-1,2,4-oxadiazol-5-yl]piperidin-1-yl}carbonyl)-morpholine). RXN SMILES: [CH2:1]([C:3]1[CH:8]=[CH:7][C:6]([CH:9]2[CH2:14][N:13]([C:15]([N:17]3[CH2:22][CH2:21][O:20][CH2:19][CH2:18]3)=[O:16])[CH2:12][CH:11]([C:23](O)=[O:24])[CH2:10]2)=[CH:5][CH:4]=1)[CH3:2].[F:26][C:27]1[CH:32]=[CH:31][C:30]([CH2:33][C:34](=[N:36]O)[NH2:35])=[CH:29][CH:28]=1>>[CH2:1]([C:3]1[CH:4]=[CH:5][C:6]([CH:9]2[CH2:10][CH:11]([C:23]3[O:24][N:36]=[C:34]([CH2:33][C:30]4[CH:31]=[CH:32][C:27]([F:26])=[CH:28][CH:29]=4)[N:35]=3)[CH2:12][N:13]([C:15]([N:17]3[CH2:18][CH2:19][O:20][CH2:21][CH2:22]3)=[O:16])[CH2:14]2)=[CH:7][CH:8]=1)[CH3:2]. Procedure details: 69 mg (0.20 mmol) of 5-(4-ethylphenyl)-1-(morpholin-4-ylcarbonyl)piperidine-3-carboxylic acid (Example 38A) and 37 mg (0.22 mmol, 1.1 eq.) of 2-(4-fluorophenyl)-N′-hydroxyethanimidamide were reacted according to the General Method 1. Yield: 44 mg (45% of theory)